From a dataset of the Open Reaction Database (ORD), a public repository of structured organic reaction records. describe an organic reaction: reactants, conditions, products, and yield Starting materials: ON1C(C=2C(C1=O)=CC=CC2)=O (N-hydroxyphthalimide), [O-]O.C1(=CC=CC=C1)C(C)C (cumene hydroperoxide), C1CCCCCCCCCCC1 (cyclododecane). Run at time 8 hour. Yields the product C1(CCCCCCCCCCC1)O (Cyclododecanol), C1(CCCCCCCCCCC1)=O (cyclododecanone), C1CCCCCCCCCCC1 (cyclododecane). RXN SMILES: [OH:1]N1[C:6](=O)[C:5]2=[CH:8][CH:9]=[CH:10][CH:11]=[C:4]2[C:3]1=[O:12].[O-]O.[C:15]1(C(C)C)[CH:20]=CC=[CH:17][CH:16]=1.[CH2:24]1[CH2:35][CH2:34][CH2:33][CH2:32][CH2:31][CH2:30][CH2:29][CH2:28][CH2:27][CH2:26][CH2:25]1>>[CH:3]1([OH:12])[CH2:4][CH2:11][CH2:10][CH2:9][CH2:8][CH2:5][CH2:6][CH2:17][CH2:16][CH2:15][CH2:20]1.[C:24]1(=[O:1])[CH2:35][CH2:34][CH2:33][CH2:32][CH2:31][CH2:30][CH2:29][CH2:28][CH2:27][CH2:26][CH2:25]1.[CH2:24]1[CH2:35][CH2:34][CH2:33][CH2:32][CH2:31][CH2:30][CH2:29][CH2:28][CH2:27][CH2:26][CH2:25]1 |f:1.2|. Procedure: 2 mmol of N-hydroxyphthalimide and 4 mmol of cumene hydroperoxide are added at a temperature of 130° C. to 200 mmol of cyclododecane in a round-bottomed flask having an attached reflux condenser. Air at approximately 15 l/h is passed through the reaction mixture for 8 hours at said temperature. Cyclododecanol is obtained at a selectivity of 18% and cyclododecanone at a selectivity of 42%, at a cyclododecane conversion rate of 47%. Starting materials: CC(=CC[C@@H]1[C@@](O1)(C)[C@H]2[C@@H]([C@@H](CC[C@]23CO3)O)OC)C (fumagillol), ClCC(=O)N=C=O (chloroacetyl isocyanate), O (water), CN(C)C1=NC=CC=C1 (dimethylaminopyridine). Solvent: ClCCl (dichloromethane). Run at temperature 0 celsius, time 2 hour. Product: CC(=CC[C@H]1[C@](O1)(C)[C@H]2[C@@H]([C@@H](CC[C@]23CO3)OC(=O)NC(=O)CCl)OC)C (O-chloroacetylcarbamoylfumagillol). The yield is 71.2%. Reaction SMILES: [CH3:1][C:2]([CH3:20])=[CH:3][CH2:4][C@H:5]1[O:7][C@@:6]1([C@@H:9]1[C@:14]2([O:16][CH2:15]2)[CH2:13][CH2:12][C@@H:11]([OH:17])[C@H:10]1[O:18][CH3:19])[CH3:8].[Cl:21][CH2:22][C:23]([N:25]=[C:26]=[O:27])=[O:24].CN(C1C=CC=CN=1)C.O>ClCCl>[CH3:1][C:2]([CH3:20])=[CH:3][CH2:4][C@@H:5]1[O:7][C@:6]1([C@@H:9]1[C@:14]2([O:16][CH2:15]2)[CH2:13][CH2:12][C@@H:11]([O:17][C:26]([NH:25][C:23]([CH2:22][Cl:21])=[O:24])=[O:27])[C@H:10]1[O:18][CH3:19])[CH3:8]. Procedure details: To a solution of fumagillol (314 mg) in dichloromethane (5 ml) was added dropwise chloroacetyl isocyanate (160 mg) under ice cooling, followed by addition of dimethylaminopyridine (130 mg). The mixture was stirred at 0° C. for 2 hours. To this reaction mixture was added water and the mixture was extracted with dichloromethane. The organic layer was washed with saturated aqueous sodium chloride solution and dried over anhydrous magnesium sulfate. The solvent was distilled off under reduced pressu... Reactants: CC(=O)OC(C)=O, ClCCl, Nc1ccc2ccn(Cc3cc(F)cc(F)c3)c2c1, [Na+], O=C([O-])O, O, c1ccncc1. Yields the product CC(=O)Nc1ccc2ccn(Cc3cc(F)cc(F)c3)c2c1. RXN SMILES: [CH3:26][C:27](=[O:28])[O:29][C:30](=[O:31])[CH3:32].[Cl:38][CH2:39][Cl:40].[F:1][c:2]1[cH:3][c:4]([CH2:5][n:6]2[cH:7][cH:8][c:9]3[cH:10][cH:11][c:12]([NH2:15])[cH:13][c:14]23)[cH:16][c:17]([F:19])[cH:18]1.[Na+:37].[O-:33][C:34]([OH:35])=[O:36].[OH2:41].[cH:20]1[cH:21][cH:22][n:23][cH:24][cH:25]1>>[F:1][c:2]1[cH:3][c:4]([CH2:5][n:6]2[cH:7][cH:8][c:9]3[cH:10][cH:11][c:12]([NH:15][C:27]([CH3:26])=[O:28])[cH:13][c:14]23)[cH:16][c:17]([F:19])[cH:18]1. Reaction SMILES: C(N1N=CC=N1)C#C.N1C=CN=N1.C(Br)C#C.[Li]CCCC.[CH3:23][C:24](=[O:45])[C@@H:25]1[C@:42]2([CH3:43])[C@H:28]([C@H:29]3[C@H:39]([CH2:40][CH2:41]2)[C@:37]2([CH3:38])[C@@H:32]([CH2:33][C:34](=[O:44])[CH2:35][CH2:36]2)[CH2:31][CH2:30]3)[CH2:27][CH2:26]1>C1COCC1.C(Cl)Cl>[CH3:23][C:24](=[O:45])[C@@H:25]1[C@:42]2([CH3:43])[C@H:28]([C@H:29]3[C@H:39]([CH2:40][CH2:41]2)[C@:37]2([CH3:38])[CH:32]([CH2:33][C:34](=[O:44])[CH2:35][CH2:36]2)[CH2:31][CH2:30]3)[CH2:27][CH2:26]1. Conditions: temperature -75 celsius, time 0.5 hour. The product is CC([C@H]1CC[C@H]2[C@@H]3CCC4CC(CC[C@]4(C)[C@H]3CC[C@]12C)=O)=O (pregnan-3,20-dione). Run in C(Cl)Cl (CH2Cl2), C1CCOC1 (THF), C1CCOC1 (THF). The reactants are crude product, [Li]CCCC (n-BuLi), C(C#C)N1N=CC=N1 (2-(2-propynyl)-2H-1,2,3-triazole), N1N=NC=C1 (triazole), C(C#C)Br (propargyl bromide), CC([C@H]1CC[C@H]2[C@@H]3CC[C@@H]4CC(CC[C@]4(C)[C@H]3CC[C@]12C)=O)=O (5β-pregnan-3,20-dione), cyclic 20-(1,2-ethanediyl acetal). Procedure: A solution of 2-(2-propynyl)-2H-1,2,3-triazole (prepared by the reaction of triazole with propargyl bromide) (35 mg, 0.33 mmol) in dry THF (10 mL) was treated with n-BuLi (2.5M in THF, 0.33 mmol, 0.15 mL) at -70° C. After stirring the mixture at -75° C. for 0.5 hr, a solution of 5β-pregnan-3,20-dione, cyclic 20-(1,2-ethanediyl acetal) (60 mg, 0.16 mmol) in THF (10 mL) was added and the mixture was stirred at -78° C. for 1 hr. The cooling bath was removed and the mixture was quenched with NH4Cl s... Starting materials: CO, COC(=O)CCl, [Na], O=C1NS(=O)(=O)c2c1ccc1ccccc21. Yields the product COC(=O)CN1C(=O)c2ccc3ccccc3c2S1(=O)=O. As a reaction SMILES: [CH3:24][OH:25].[Cl:18][CH2:19][C:20](=[O:21])[O:22][CH3:23].[Na:17].[O:1]=[C:2]1[NH:3][S:4](=[O:15])(=[O:16])[c:5]2[c:6]1[cH:7][cH:8][c:9]1[cH:10][cH:11][cH:12][cH:13][c:14]21>>[O:1]=[C:2]1[N:3]([CH2:19][C:20](=[O:21])[O:22][CH3:23])[S:4](=[O:15])(=[O:16])[c:5]2[c:6]1[cH:7][cH:8][c:9]1[cH:10][cH:11][cH:12][cH:13][c:14]21. The reactants are CC(=O)[O-], CC(=O)[O-], Cc1ccc(B(O)O)cc1, O=C1c2c(Cl)cccc2CC1CC1CCCCC1, [Na+], [Na+], O=C([O-])[O-], O, OCCO, [Pd+2]. Yields the product Cc1ccc(-c2cccc3c2C(=O)C(CC2CCCCC2)C3)cc1. Reaction SMILES: [C:39]([O-:40])(=[O:41])[CH3:42].[C:44]([O-:45])(=[O:46])[CH3:47].[CH3:19][c:20]1[cH:21][cH:22][c:23]([B:26]([OH:27])[OH:28])[cH:24][cH:25]1.[Cl:1][c:2]1[cH:3][cH:4][cH:5][c:6]2[c:10]1[C:9](=[O:11])[CH:8]([CH2:12][CH:13]1[CH2:14][CH2:15][CH2:16][CH2:17][CH2:18]1)[CH2:7]2.[Na+:29].[Na+:30].[O-:31][C:32](=[O:33])[O-:34].[OH2:48].[OH:35][CH2:36][CH2:37][OH:38].[Pd+2:43]>>[c:2]1(-[c:23]2[cH:22][cH:21][c:20]([CH3:19])[cH:25][cH:24]2)[cH:3][cH:4][cH:5][c:6]2[c:10]1[C:9](=[O:11])[CH:8]([CH2:12][CH:13]1[CH2:14][CH2:15][CH2:16][CH2:17][CH2:18]1)[CH2:7]2. Reactants: C(CC)C1=NC2=C(N1CC1=CC=C(C=C1)C=1C(=CC=CC1)C(=O)OC)C=C(C=C2C)NC(=NC#N)N(C)CCO (methyl 4'-[[2-n-propyl-4-methyl-6-[2-cyano-3-(2-hydroxy-ethyl)-3-methylguanidino]-1H-benzimidazol-1-yl]-methyl]-biphenyl-2-carboxylate), [OH-].[Na+] (sodium hydroxide). Run in C(C)O (ethanol). Product: C(CC)C1=NC2=C(N1CC1=CC=C(C=C1)C=1C(=CC=CC1)C(=O)O)C=C(C=C2C)NC(=NC#N)N(C)CCO (4'-[[2-n-Propyl-4-methyl-6-[2-cyano-3-(2-hydroxy-ethyl)-3-methyl-guanidino]-1H-benzimidazol-1-yl]-methyl]-biphenyl-2-carboxylic acid). RXN SMILES: [CH2:1]([C:4]1[N:8]([CH2:9][C:10]2[CH:15]=[CH:14][C:13]([C:16]3[C:17]([C:22]([O:24]C)=[O:23])=[CH:18][CH:19]=[CH:20][CH:21]=3)=[CH:12][CH:11]=2)[C:7]2[CH:26]=[C:27]([NH:31][C:32]([N:36]([CH2:38][CH2:39][OH:40])[CH3:37])=[N:33][C:34]#[N:35])[CH:28]=[C:29]([CH3:30])[C:6]=2[N:5]=1)[CH2:2][CH3:3].[OH-].[Na+]>C(O)C>[CH2:1]([C:4]1[N:8]([CH2:9][C:10]2[CH:15]=[CH:14][C:13]([C:16]3[C:17]([C:22]([OH:24])=[O:23])=[CH:18][CH:19]=[CH:20][CH:21]=3)=[CH:12][CH:11]=2)[C:7]2[CH:26]=[C:27]([NH:31][C:32]([N:36]([CH2:38][CH2:39][OH:40])[CH3:37])=[N:33][C:34]#[N:35])[CH:28]=[C:29]([CH3:30])[C:6]=2[N:5]=1)[CH2:2][CH3:3] |f:1.2|. Procedure details: Prepared analogously to Example 1d from methyl 4'-[[2-n-propyl-4-methyl-6-[2-cyano-3-(2-hydroxy-ethyl)-3-methylguanidino]-1H-benzimidazol-1-yl]-methyl]-biphenyl-2-carboxylate and 2N sodium hydroxide solution in ethanol. Reactants: ClCCOC1=CC=C(C=C1)N1C(=NC2=CC(=CC=C2C1=O)O)C1=CC=C(C=C1)O (3-[4-(2-chloro-ethoxy)-phenyl]-7-hydroxy-2-(4-hydroxy-phenyl)-3H-quinazolin-4-one), C(C)(=O)OCC (ethyl acetate). The solvent is N1CCCCC1 (piperidine). Product: OC1=CC=C2C(N(C(=NC2=C1)C1=CC=C(C=C1)O)C1=CC=C(C=C1)OCCN1CCCCC1)=O (7-Hydroxy-2-(4-hydroxy-phenyl)-3-{4-[2-(piperidin-1-yl)-ethoxy]-phenyl}-3H-quinazolin-4-one). RXN SMILES: Cl[CH2:2][CH2:3][O:4][C:5]1[CH:10]=[CH:9][C:8]([N:11]2[C:20](=[O:21])[C:19]3[C:14](=[CH:15][C:16]([OH:22])=[CH:17][CH:18]=3)[N:13]=[C:12]2[C:23]2[CH:28]=[CH:27][C:26]([OH:29])=[CH:25][CH:24]=2)=[CH:7][CH:6]=1.C(O[CH2:34][CH3:35])(=O)C>N1CCCCC1>[OH:22][C:16]1[CH:15]=[C:14]2[C:19]([C:20](=[O:21])[N:11]([C:8]3[CH:9]=[CH:10][C:5]([O:4][CH2:3][CH2:2][N:11]4[CH2:35][CH2:34][CH2:6][CH2:7][CH2:8]4)=[CH:6][CH:7]=3)[C:12]([C:23]3[CH:28]=[CH:27][C:26]([OH:29])=[CH:25][CH:24]=3)=[N:13]2)=[CH:18][CH:17]=1. Procedure details: A solution containing 0.25 g (0.000612 mol) of 3-[4-(2-chloro-ethoxy)-phenyl]-7-hydroxy-2-(4-hydroxy-phenyl)-3H-quinazolin-4-one in 7 mL of piperidine was stirred and heated to reflux for 2 hours. After cooling to room temperature, ethyl acetate was added to the reaction mixture and the solvents were co-evaporated to near dryness in a rotary evaporator. The dark residue was extracted with ethyl acetate and water. The aqueous layer was removed and chilled on ice. The precipitate which then formed... Starting materials: BrC1=CC=C(C(=O)OCC)C=C1 (Ethyl 4-bromobenzoate), (CuOTf)2, CC=1C=C(C=CC1C)O (3,4-dimethylphenol), C(=O)([O-])[O-].[Cs+].[Cs+] (Cs2CO3). Reagents/catalysts: C1=CC=CC=C1 (PhH), C(C)(=O)OCC (ethyl acetate). Run in C1(=CC=CC=C1)C (toluene). The product is CC=1C=C(OC2=CC=C(C(=O)OCC)C=C2)C=CC1C (ethyl 4-(3′,4′-dimethylphenoxy)benzoate). Yield: 62.9%. RXN SMILES: Br[C:2]1[CH:12]=[CH:11][C:5]([C:6]([O:8][CH2:9][CH3:10])=[O:7])=[CH:4][CH:3]=1.[CH3:13][C:14]1[CH:15]=[C:16]([OH:21])[CH:17]=[CH:18][C:19]=1[CH3:20].C([O-])([O-])=O.[Cs+].[Cs+]>C1C=CC=CC=1.C(OCC)(=O)C.C1(C)C=CC=CC=1>[CH3:13][C:14]1[CH:15]=[C:16]([CH:17]=[CH:18][C:19]=1[CH3:20])[O:21][C:2]1[CH:12]=[CH:11][C:5]([C:6]([O:8][CH2:9][CH3:10])=[O:7])=[CH:4][CH:3]=1 |f:2.3.4|. Reported procedure: Ethyl 4-bromobenzoate (2.5 mmol), 3,4-dimethylphenol (3.5 or 5.0 mmol), molecular sieves (625 mg), Cs2CO3 (3.5 or 5.0 mmol), (CuOTf)2.PhH (0.0625 mmol, 5.0 mol % Cu), ethyl acetate (0.125 mmol, 5.0 mol %), and toluene (2.0 mL) were added to an oven-dried test tube which was then sealed with a septum, purged with argon, and heated to 110 C. under argon until the aryl halide was consumed as determined by GC analysis. The reaction mixture was then allowed to cool to room temperature, diluted with E... The reactants are [BH3-]C#N, O=C([O-])O, CC(=O)[O-], COC(=O)C(N)CC(C)C, CO, O=Cc1ccccc1, Cl, [Na+], [Na+], [Na+]. The product is COC(=O)C(CC(C)C)NCc1ccccc1. RXN SMILES: [C:25]([BH3-:26])#[N:27].[C:29](=[O:30])([OH:31])[O-:32].[CH3:13][C:14](=[O:15])[O-:16].[CH3:2][O:3][C:4]([CH:5]([NH2:6])[CH2:7][CH:8]([CH3:9])[CH3:10])=[O:11].[CH3:34][OH:35].[CH:17](=[O:18])[c:19]1[cH:20][cH:21][cH:22][cH:23][cH:24]1.[ClH:1].[Na+:12].[Na+:28].[Na+:33]>>[CH3:2][O:3][C:4]([CH:5]([NH:6][CH2:17][c:19]1[cH:20][cH:21][cH:22][cH:23][cH:24]1)[CH2:7][CH:8]([CH3:9])[CH3:10])=[O:11].